The task is: describe an organic reaction: reactants, conditions, products, and yield. This data is from the Open Reaction Database (ORD), a public repository of structured organic reaction records. Procedure details: [2-amino-3-(trifluoromethyl)phenyl][3-(4-methoxyphenoxy)phenyl]methanone: The title compound was prepared from (2-fluoro-3-trifluoromethylphenyl)-[3-(4-methoxy-phenoxy)-phenyl]methanone (0.64 g, 0.0015 mole) following the procedure of Example 457, Step 3: MS (ESI) m/z 388; Yields the product C(C1=CC=CC=C1)C=1C=NC2=C(C=CC=C2C1C1=CC(=CC=C1)OC1=CC=C(C=C1)OC)C(F)(F)F (3-BENZYL-4-[3-(4-METHOXYPHENOXY)PHENYL]-8-(TRIFLUOROMETHYL)QUINOLINE). Starting materials: NC1=C(C=CC=C1C(F)(F)F)C(=O)C1=CC(=CC=C1)OC1=CC=C(C=C1)OC ([2-amino-3-(trifluoromethyl)phenyl][3-(4-methoxyphenoxy)phenyl]methanone), FC1=C(C=CC=C1C(F)(F)F)C(=O)C1=CC(=CC=C1)OC1=CC=C(C=C1)OC ((2-fluoro-3-trifluoromethylphenyl)-[3-(4-methoxy-phenoxy)-phenyl]methanone). Reaction SMILES: [NH2:1][C:2]1[C:7]([C:8]([F:11])([F:10])[F:9])=[CH:6][CH:5]=[CH:4][C:3]=1[C:12]([C:14]1[CH:19]=[CH:18][CH:17]=[C:16]([O:20][C:21]2[CH:26]=[CH:25][C:24]([O:27][CH3:28])=[CH:23][CH:22]=2)[CH:15]=1)=O.F[C:30]1[C:35](C(F)(F)F)=[CH:34][CH:33]=[CH:32][C:31]=1[C:40]([C:42]1C=CC=C(OC2C=CC(OC)=CC=2)[CH:43]=1)=O>>[CH2:40]([C:42]1[CH:43]=[N:1][C:2]2[C:3]([C:12]=1[C:14]1[CH:19]=[CH:18][CH:17]=[C:16]([O:20][C:21]3[CH:26]=[CH:25][C:24]([O:27][CH3:28])=[CH:23][CH:22]=3)[CH:15]=1)=[CH:4][CH:5]=[CH:6][C:7]=2[C:8]([F:11])([F:10])[F:9])[C:31]1[CH:32]=[CH:33][CH:34]=[CH:35][CH:30]=1. Starting materials: Cl, N, C1CCOC1, CC1CN(CCCC2c3ccccc3CCc3ccccc32)CCC12OC(=O)c1ccccc12. Product: Cl, CC1CN(CCCC2c3ccccc3CCc3ccccc32)CCC12OCc1ccccc12. As a reaction SMILES: [ClH:35].[NH3:36].[O:37]1[CH2:38][CH2:39][CH2:40][CH2:41]1.[cH:1]1[cH:2][cH:3][cH:4][c:5]2[c:11]1[CH2:10][CH2:9][c:8]1[c:7]([cH:15][cH:14][cH:13][cH:12]1)[CH:6]2[CH2:16][CH2:17][CH2:18][N:19]1[CH2:20][CH:21]([CH3:34])[C:22]2([O:23][C:24](=[O:31])[c:25]3[cH:26][cH:27][cH:28][cH:29][c:30]32)[CH2:32][CH2:33]1>>[ClH:35].[cH:1]1[cH:2][cH:3][cH:4][c:5]2[c:11]1[CH2:10][CH2:9][c:8]1[c:7]([cH:15][cH:14][cH:13][cH:12]1)[CH:6]2[CH2:16][CH2:17][CH2:18][N:19]1[CH2:20][CH:21]([CH3:34])[C:22]2([O:23][CH2:24][c:25]3[cH:26][cH:27][cH:28][cH:29][c:30]32)[CH2:32][CH2:33]1. Starting materials: [H-].[Na+] (Sodium hydride), CN(C)C=O (DMF), O[C@H]1CN(CC1)C(=O)OC(C)(C)C (tert-butyl (3R)-3-hydroxypyrrolidine-1-carboxylate), C1(=CC=C(C=C1)S(=O)(=O)OCCF)C (2-fluoroethyl p-toluenesulfonate). The solvent is C(C)(=O)OCC (Ethyl acetate). Run at time 30 minute. The product is FCCO[C@H]1CN(CC1)C(=O)OC(C)(C)C (tert-butyl (3R)-3-(2-fluoroethoxy)pyrrolidine-1-carboxylate). Yield: 40.2%. Reaction SMILES: [H-].[Na+].CN(C=O)C.[OH:8][C@@H:9]1[CH2:13][CH2:12][N:11]([C:14]([O:16][C:17]([CH3:20])([CH3:19])[CH3:18])=[O:15])[CH2:10]1.C1(C)C=CC(S(O[CH2:31][CH2:32][F:33])(=O)=O)=CC=1>C(OCC)(=O)C>[F:33][CH2:32][CH2:31][O:8][C@@H:9]1[CH2:13][CH2:12][N:11]([C:14]([O:16][C:17]([CH3:20])([CH3:19])[CH3:18])=[O:15])[CH2:10]1 |f:0.1|. Procedure details: Sodium hydride (55% oiliness, 140 mg, 3.2 mmols) was added to DMF (5 mL) solution of tert-butyl (3R)-3-hydroxypyrrolidine-1-carboxylate (501.2 mg, 2.7 mmols) and stirred at room temperature for 30 minutes, followed by addition of 2-fluoroethyl p-toluenesulfonate (1.17 g, 5.4 mmols) and further 24 hours' stirring at the same temperature. Ethyl acetate was added to the reaction liquid which then was washed with saturated aqueous sodium hydrogencarbonate solution, water and saturated brine, and dri...